This data is from the Open Reaction Database (ORD), a public repository of structured organic reaction records. The task is: describe an organic reaction: reactants, conditions, products, and yield Reactants: S1C(=NC=C1)C1=NOC(=C1)CCC=O (3-(3-(1,3-thiazol-2yl)isoxazol-5-yl)propanal), COC1=C(C=CC=C1)N1CCNCC1 (1-(2-methoxyphenyl)piperazine), [BH-](OC(=O)C)(OC(=O)C)OC(=O)C.[Na+] (NaBH(OAc)3). Run in C(Cl)Cl (methylene chloride). Yields the product COC1=C(C=CC=C1)N1CCN(CC1)CCCC1=CC(=NO1)C=1SC=CN1 (2-Methoxy-1-{4-[3-(3-(1,3-thiazol-2-yl)isoxazol-5-yl)propyl]piperazinyl}benzene). The yield is 92.1%. RXN SMILES: [S:1]1[CH:5]=[CH:4][N:3]=[C:2]1[C:6]1[CH:10]=[C:9]([CH2:11][CH2:12][CH:13]=O)[O:8][N:7]=1.[CH3:15][O:16][C:17]1[CH:22]=[CH:21][CH:20]=[CH:19][C:18]=1[N:23]1[CH2:28][CH2:27][NH:26][CH2:25][CH2:24]1.[BH-](OC(C)=O)(OC(C)=O)OC(C)=O.[Na+]>C(Cl)Cl>[CH3:15][O:16][C:17]1[CH:22]=[CH:21][CH:20]=[CH:19][C:18]=1[N:23]1[CH2:28][CH2:27][N:26]([CH2:13][CH2:12][CH2:11][C:9]2[O:8][N:7]=[C:6]([C:2]3[S:1][CH:5]=[CH:4][N:3]=3)[CH:10]=2)[CH2:25][CH2:24]1 |f:2.3|. Reported procedure: About 2 min after dissolving 3-(3-(1,3-thiazol-2yl)isoxazol-5-yl)propanal (10 mg, 0.05 mmol)and 1-(2-methoxyphenyl)piperazine (9.2 mg, 0.05 mmol) in 2 mL of dry methylene chloride, were added NaBH(OAc)3 (31 mg, 0.14 mmol) and molecular sieves (5 beads). The reaction mixture was reacted for 15.5 hr and followed the same processes as in Example 1 to obtain 17.7 mg (95.9%) of the target compound. The reactants are CC(=O)C (acetone), C(C(C)C)C(=O)C (methyl isobutyl ketone), C([O-])([O-])=O.[K+].[K+] (potassium carbonate), C(C)I (ethyl iodide). Run in C#CC1=CC=C(C=C1)O (poly(p-vinylphenol)), C(C)OCC (ethyl ether), C#CC1=CC=C(C=C1)O (poly(p-vinylphenol)). Reaction conditions: time 15 hour. Product: OC1=CC=C(C=C)C=C1.C(C)OC1=CC=C(C=C)C=C1 (p-hydroxystyrene p-ethoxystyrene). As a reaction SMILES: [CH3:1][C:2]([CH3:4])=[O:3].C(=O)([O-])[O-].[K+].[K+].[CH2:11](I)[CH3:12].[CH2:14]([C:18](C)=O)[CH:15]([CH3:17])[CH3:16]>C#CC1C=CC(O)=CC=1.C(OCC)C>[OH:3][C:2]1[CH:4]=[CH:17][C:15]([CH:14]=[CH2:18])=[CH:16][CH:1]=1.[CH2:11]([O:3][C:2]1[CH:4]=[CH:16][C:15]([CH:14]=[CH2:18])=[CH:17][CH:1]=1)[CH3:12] |f:1.2.3,8.9|. Procedure details: Into a reaction vessel were charged 21.0 parts of the same poly(p-vinylphenol) as that used in Example 1 and 84 parts of acetone. They were stirred to form a solution Additionally charged were 12.7 parts of anhydrous potassium carbonate and 8.2 parts of ethyl iodide. The temperature was elevated so that the mixture reached to the reflux state. Subsequently, the reflux state was kept for 15 hours After adding methyl isobutyl ketone, the solution was washed with aqueous oxalic acid solution and th... Reactants: F[B-](F)(F)F.N1(N=NC2=C1C=CC=C2)OC(=[N+](C)C)N(C)C (2-(1H-Benzotriazole-1-yl)-1,1,3,3-tetramethyluronium tetrafluoroborate), C=1C=CC2=C(C1)N=NN2O (HOBt), CCN(C(C)C)C(C)C (DIPEA), CNOC (0,N-dimethylhydroxylamine hydrochloride), CCN(C(C)C)C(C)C (DIPEA), N([C@@H](CC(C)C)C(=O)O)C(=O)OC(C)(C)C (Boc-Leu-OH). Solvent: C(Cl)Cl (DCM). Conditions: time 5 minute. Product: N([C@@H](CC(C)C)C(=O)N(OC)C)C(=O)OC(C)(C)C (Boc-Leu-N(OCH3)CH3). RXN SMILES: [NH:1]([C:10]([O:12][C:13]([CH3:16])([CH3:15])[CH3:14])=[O:11])[C@H:2]([C:7]([OH:9])=O)[CH2:3][CH:4]([CH3:6])[CH3:5].F[B-](F)(F)F.[N:22]1([O:31][C:32](N(C)C)=[N+](C)C)[C:26]2C=CC=CC=2N=N1.C1C=CC2N(O)N=NC=2C=1.CCN(C(C)C)C(C)C.CNOC>C(Cl)Cl>[NH:1]([C:10]([O:12][C:13]([CH3:16])([CH3:15])[CH3:14])=[O:11])[C@H:2]([C:7]([N:22]([CH3:26])[O:31][CH3:32])=[O:9])[CH2:3][CH:4]([CH3:5])[CH3:6] |f:1.2|. Reported procedure: Boc-Leu-OH (1 g, 4.3 mmol) was dissolved in DCM (30 mL) and 2-(1H-Benzotriazole-1-yl)-1,1,3,3-tetramethyluronium tetrafluoroborate (TBTU)(1.380 g, 4.3 mmol), HOBt (0.581 g, 4.3 mmol) and DIPEA (743 μL, 4.3 mmol) were added at 0° C. After 5 min of stirring, 0,N-dimethylhydroxylamine hydrochloride (0.461 g, 4.73 mmol) and DIPEA (817 μL, 4.73 mmol) were added. All solid material dissolved within 10 min and the mixture was stirred overnight at RT. The solvent was evaporated, the reaction mixture red... Starting materials: ClCCl, C=C(C)C(=O)O, OC(c1ccccc1)c1ccccc1. The product is c1ccc(Cc2ccccc2)cc1. RXN SMILES: [CH2:21]([Cl:22])[Cl:23].[CH3:15][C:16]([C:17](=[O:18])[OH:19])=[CH2:20].[CH:1]([c:2]1[cH:3][cH:4][cH:5][cH:6][cH:7]1)([c:8]1[cH:9][cH:10][cH:11][cH:12][cH:13]1)[OH:14]>>[CH2:1]([c:2]1[cH:3][cH:4][cH:5][cH:6][cH:7]1)[c:8]1[cH:9][cH:10][cH:11][cH:12][cH:13]1. Starting materials: B, CON=Cc1cc(Br)ccc1SC, CCOC(C)=O, Cl, [Na+], C1CCOC1, C1CCOC1, [OH-]. Product: Cl, CSc1ccc(Br)cc1CN. As a reaction SMILES: [BH3:14].[CH3:1][O:2][N:3]=[CH:4][c:5]1[c:6]([S:12][CH3:13])[cH:7][cH:8][c:9]([Br:11])[cH:10]1.[CH3:28][CH2:29][O:30][C:31](=[O:32])[CH3:33].[ClH:20].[Na+:22].[O:15]1[CH2:16][CH2:17][CH2:18][CH2:19]1.[O:23]1[CH2:24][CH2:25][CH2:26][CH2:27]1.[OH-:21]>>[ClH:20].[NH2:3][CH2:4][c:5]1[c:6]([S:12][CH3:13])[cH:7][cH:8][c:9]([Br:11])[cH:10]1. Reactants: CC1CCC(C(C)C)C(OC(=O)CC(=O)OC2CC(C)CCC2C(C)C)C1, C1CCNCC1, CC(=O)O, Cc1ccccc1, O=Cc1ccc([N+](=O)[O-])cc1, O. The product is CC1CCC(C(C)C)C(OC(=O)C(=Cc2ccc([N+](=O)[O-])cc2)C(=O)OC2CC(C)CCC2C(C)C)C1. As a reaction SMILES: [C:12]([CH2:13][C:14](=[O:15])[O:16][CH:17]1[CH2:18][CH:19]([CH3:26])[CH2:20][CH2:21][CH:22]1[CH:23]([CH3:24])[CH3:25])(=[O:27])[O:28][CH:29]1[CH2:30][CH:31]([CH3:38])[CH2:32][CH2:33][CH:34]1[CH:35]([CH3:36])[CH3:37].[CH2:43]1[CH2:44][CH2:45][NH:46][CH2:47][CH2:48]1.[CH3:39][C:40](=[O:41])[OH:42].[CH3:49][c:50]1[cH:51][cH:52][cH:53][cH:54][cH:55]1.[N+:1](=[O:2])([O-:3])[c:4]1[cH:5][cH:6][c:7]([CH:8]=[O:9])[cH:10][cH:11]1.[OH2:56]>>[N+:1](=[O:2])([O-:3])[c:4]1[cH:5][cH:6][c:7]([CH:8]=[C:13]([C:12](=[O:27])[O:28][CH:29]2[CH2:30][CH:31]([CH3:38])[CH2:32][CH2:33][CH:34]2[CH:35]([CH3:36])[CH3:37])[C:14](=[O:15])[O:16][CH:17]2[CH2:18][CH:19]([CH3:26])[CH2:20][CH2:21][CH:22]2[CH:23]([CH3:24])[CH3:25])[cH:10][cH:11]1.